Dataset: the Open Reaction Database (ORD), a public repository of structured organic reaction records. Task: describe an organic reaction: reactants, conditions, products, and yield Starting materials: C(CC(C)C)(=O)O (isovaleric acid), ON1N=NC2=C1C=CC=C2 (1-hydroxybenzotriazole), Cl.CN(CCCN=C=NCC)C (1-(3-dimethylaminopropyl)-3-ethylcarbodiimide hydrochloride), C(C)(C)(C)OC(NCCC1=C(NC2=CC=C(C=C12)C(NO)=N)C1=CC(=CC(=C1)C)C)=O ({2-[2-(3,5-dimethylphenyl)-5-(N-hydroxycarbamimidoyl)-1H-indol-3-yl]ethyl}carbamic acid tert-butyl ester). Conditions: time 2 hour. The product is C(C)(C)(C)OC(NCCC1=C(NC2=CC=C(C=C12)C1=NOC(=N1)CC(C)C)C1=CC(=CC(=C1)C)C)=O ({2-[2-(3,5-dimethylphenyl)-5-(5-isobutyl-[1,2,4]oxadiazol-3-yl)-1H-indol-3-yl]ethyl}carbamic acid tert-butyl ester). As a reaction SMILES: [C:1]([OH:7])(=O)[CH2:2][CH:3]([CH3:5])[CH3:4].ON1C2C=CC=CC=2N=N1.Cl.CN(C)CCCN=C=NCC.[C:30]([O:34][C:35](=[O:60])[NH:36][CH2:37][CH2:38][C:39]1[C:47]2[C:42](=[CH:43][CH:44]=[C:45]([C:48](=[NH:51])[NH:49]O)[CH:46]=2)[NH:41][C:40]=1[C:52]1[CH:57]=[C:56]([CH3:58])[CH:55]=[C:54]([CH3:59])[CH:53]=1)([CH3:33])([CH3:32])[CH3:31]>>[C:30]([O:34][C:35](=[O:60])[NH:36][CH2:37][CH2:38][C:39]1[C:47]2[C:42](=[CH:43][CH:44]=[C:45]([C:48]3[N:51]=[C:1]([CH2:2][CH:3]([CH3:5])[CH3:4])[O:7][N:49]=3)[CH:46]=2)[NH:41][C:40]=1[C:52]1[CH:53]=[C:54]([CH3:59])[CH:55]=[C:56]([CH3:58])[CH:57]=1)([CH3:33])([CH3:32])[CH3:31] |f:2.3|. Procedure: To a stirred solution of isovaleric acid (0.025 mL in 4 mL methylene chloride) was added 1-hydroxybenzotriazole (37.8 mg) and 1-(3-dimethylaminopropyl)-3-ethylcarbodiimide hydrochloride (43.6 mg) and the reagents allowed to mix for 30 minutes. At this time a solution of {2-[2-(3,5-dimethylphenyl)-5-(N-hydroxycarbamimidoyl)-1H-indol-3-yl]ethyl}carbamic acid tert-butyl ester (81 mg in 3 mL methylene chloride) was added and the reaction stirred at room temperature. After 2 hours, the mixture was co... Starting materials: OC1=CC=C(C=C1)C1=C(C=CC=C1)[N+](=O)[O-] (4-hydroxy-2′-nitrobiphenyl), COC(=O)C1=NC(=CC=C1)CBr (6-bromomethyl-pyridine-2-carboxylic acid methyl ester), COC(=O)C1=NC(=CC=C1)CBr (6-bromomethyl-pyridine-2-carboxylic acid methyl ester). Product: [N+](=O)([O-])C1=C(C=CC=C1)C1=CC=C(C=C1)OCC1=CC=CC(=N1)C(=O)O (6-(2′-Nitro-biphenyl-4-yloxymethyl)-pyridine-2-carboxylic acid). RXN SMILES: [OH:1][C:2]1[CH:7]=[CH:6][C:5]([C:8]2[CH:13]=[CH:12][CH:11]=[CH:10][C:9]=2[N+:14]([O-:16])=[O:15])=[CH:4][CH:3]=1.C[O:18][C:19]([C:21]1[CH:26]=[CH:25][CH:24]=[C:23]([CH2:27]Br)[N:22]=1)=[O:20]>>[N+:14]([C:9]1[CH:10]=[CH:11][CH:12]=[CH:13][C:8]=1[C:5]1[CH:6]=[CH:7][C:2]([O:1][CH2:27][C:23]2[N:22]=[C:21]([C:19]([OH:20])=[O:18])[CH:26]=[CH:25][CH:24]=2)=[CH:3][CH:4]=1)([O-:16])=[O:15]. Reported procedure: 6-(2′-Nitro-biphenyl-4-yloxymethyl)-pyridine-2-carboxylic acid was prepared using general procedure B from 4-hydroxy-2′-nitrobiphenyl (available from TCI America. Portland, Oreg.) and 6-bromomethyl-pyridine-2-carboxylic acid methyl ester (Intermediate 2). Yield: 62 mg. Mass spectrum (ES) MH+=351. The reactants are Cl.C1(CC1)COC1=C(C=C(C(=C1)F)OC)C=1C2=C(N=CN1)C(=C(N2)C)C(=O)NC2CCNCC2 (4-[2-(cyclopropylmethoxy)-4-fluoro-5-methoxyphenyl]-6-methyl-N-piperidin-4-yl-5H-pyrrolo[3,2-d]pyrimidine-7-carboxamide hydrochloride), C(CC)(=O)Cl (propionyl chloride). Product: C1(CC1)COC1=C(C=C(C(=C1)F)OC)C=1C2=C(N=CN1)C(=C(N2)C)C(=O)NC2CCN(CC2)C(CC)=O (4-[2-(cyclopropylmethoxy)-4-fluoro-5-methoxyphenyl]-6-methyl-N-(1-propionylpiperidin-4-yl)-5H-pyrrolo[3,2-d]pyrimidine-7-carboxamide). As a reaction SMILES: Cl.[CH:2]1([CH2:5][O:6][C:7]2[CH:12]=[C:11]([F:13])[C:10]([O:14][CH3:15])=[CH:9][C:8]=2[C:16]2[C:17]3[NH:24][C:23]([CH3:25])=[C:22]([C:26]([NH:28][CH:29]4[CH2:34][CH2:33][NH:32][CH2:31][CH2:30]4)=[O:27])[C:18]=3[N:19]=[CH:20][N:21]=2)[CH2:4][CH2:3]1.[C:35](Cl)(=[O:38])[CH2:36][CH3:37]>>[CH:2]1([CH2:5][O:6][C:7]2[CH:12]=[C:11]([F:13])[C:10]([O:14][CH3:15])=[CH:9][C:8]=2[C:16]2[C:17]3[NH:24][C:23]([CH3:25])=[C:22]([C:26]([NH:28][CH:29]4[CH2:30][CH2:31][N:32]([C:35](=[O:38])[CH2:36][CH3:37])[CH2:33][CH2:34]4)=[O:27])[C:18]=3[N:19]=[CH:20][N:21]=2)[CH2:4][CH2:3]1 |f:0.1|. Reported procedure: Starting from 4-[2-(cyclopropylmethoxy)-4-fluoro-5-methoxyphenyl]-6-methyl-N-piperidin-4-yl-5H-pyrrolo[3,2-d]pyrimidine-7-carboxamide hydrochloride (example D.f35) and commercially available propionyl chloride the title compound is obtained as colorless solid.